From a dataset of the Open Reaction Database (ORD), a public repository of structured organic reaction records. describe an organic reaction: reactants, conditions, products, and yield The reactants are C1(CCCC1)N1NC(=C2C1=NC(=NC2=O)S(=O)(=O)C)CC (1-cyclopentyl-3-ethyl-6-(methylsulfonyl) pyrazolo[3,4-d]pyrimidin-4-one), NC1=CC=CC=C1 (aniline), crude product, C(=O)(O)[O-].[Na+] (NaHCO3). Solvent: CCOCC (Ether). Conditions: temperature 185 celsius, time 8 hour. Yields the product C1(CCCC1)N1NC(=C2C1=NC(=NC2=O)NC2=CC=CC=C2)CC (1-cyclopentyl-3-ethyl-6-(phenylamino)pyrazolo[3,4-d]pyrimidin-4-one). The yield is 24.2%. RXN SMILES: [CH:1]1([N:6]2[C:10]3=[N:11][C:12](S(C)(=O)=O)=[N:13][C:14](=[O:15])[C:9]3=[C:8]([CH2:20][CH3:21])[NH:7]2)[CH2:5][CH2:4][CH2:3][CH2:2]1.[NH2:22][C:23]1[CH:28]=[CH:27][CH:26]=[CH:25][CH:24]=1.C([O-])(O)=O.[Na+]>CCOCC>[CH:1]1([N:6]2[C:10]3=[N:11][C:12]([NH:22][C:23]4[CH:28]=[CH:27][CH:26]=[CH:25][CH:24]=4)=[N:13][C:14](=[O:15])[C:9]3=[C:8]([CH2:20][CH3:21])[NH:7]2)[CH2:5][CH2:4][CH2:3][CH2:2]1 |f:2.3|. Procedure details: A mixture of 1-cyclopentyl-3-ethyl-6-(methylsulfonyl) pyrazolo[3,4-d]pyrimidin-4-one (2.3 g, 7.4 mmol) and aniline (1.2 g, 13 mmol) was heated at 180-190° C. for 3 hours. The reaction mixture was cooled to room temperature and allowed to stand at room temperature overnight. Ether was added to the reaction mixture and the product was collected by filtration, washed with ether and dried at 80-85° C. in a vacuum oven to afford crude product. The crude product was treated with saturated NaHCO3 (25 m... Reactants: C(C)OC(COC1=C(C(=C(C=C1)C(C)=O)OCCOCCOC1=C(C(=C(C=C1Cl)C(C)=O)O)CCC)CCC)=O ([4-acetyl-3-[2-[2-(4-acetyl-6-chloro-3-hydroxy-2-propylphenoxy)ethoxy]ethoxy]-2-propylphenoxy]acetic acid ethyl ester), [OH-].[Na+] (sodium hydroxide). The solvent is CO (methanol). Reaction conditions: time 5 hour. The product is C(C)(=O)C1=C(C(=C(OCC(=O)O)C=C1)CCC)OCCOCCOC1=C(C(=C(C=C1Cl)C(C)=O)O)CCC ([4-acetyl-3-[2-[2-(4-acetyl-6-chloro-3-hydroxy-2-propylphenoxy)ethoxy]ethoxy]-2-propylphenoxy]acetic acid). The yield is 84.2%. As a reaction SMILES: C([O:3][C:4](=[O:40])[CH2:5][O:6][C:7]1[CH:12]=[CH:11][C:10]([C:13](=[O:15])[CH3:14])=[C:9]([O:16][CH2:17][CH2:18][O:19][CH2:20][CH2:21][O:22][C:23]2[C:28]([Cl:29])=[CH:27][C:26]([C:30](=[O:32])[CH3:31])=[C:25]([OH:33])[C:24]=2[CH2:34][CH2:35][CH3:36])[C:8]=1[CH2:37][CH2:38][CH3:39])C.[OH-].[Na+]>CO>[C:13]([C:10]1[CH:11]=[CH:12][C:7]([O:6][CH2:5][C:4]([OH:40])=[O:3])=[C:8]([CH2:37][CH2:38][CH3:39])[C:9]=1[O:16][CH2:17][CH2:18][O:19][CH2:20][CH2:21][O:22][C:23]1[C:28]([Cl:29])=[CH:27][C:26]([C:30](=[O:32])[CH3:31])=[C:25]([OH:33])[C:24]=1[CH2:34][CH2:35][CH3:36])(=[O:15])[CH3:14] |f:1.2|. Procedure: To a solution of 0.400 g (0.00069 mol) of [4-acetyl-3-[2-[2-(4-acetyl-6-chloro-3-hydroxy-2-propylphenoxy)ethoxy]ethoxy]-2-propylphenoxy]acetic acid ethyl ester in 15 ml of methanol was added 15 ml of 1N sodium hydroxide (0.015 mol). The mixture was stirred at 25° for 5 hours and the methanol was removed in vacuo. The aqueous solution was acidified to pH 4, the gummy precipitate was dissolved in ethyl acetate and washed with sodium chloride solution. The oil obtained on concentration of the ethyl...